From a dataset of the Open Reaction Database (ORD), a public repository of structured organic reaction records. describe an organic reaction: reactants, conditions, products, and yield The reactants are C(=O)(N1C=NC=C1)N1C=NC=C1 (1,1'-carbonyldiimidazole), C(C)NN(NCC)CC (N,N-diethylaminoethylamine), O1CCCC1 (tetrahydrofuran), ClC1=CC=C(C=C1)S(=O)C1CNCC1 (3-[(4-chlorophenyl)sulfinyl]pyrrolidine), O1CCCC1 (tetrahydrofuran). Yields the product ClC1=CC=C(C=C1)S(=O)C1CN(CC1)C(=O)NCCN(CC)CC (3-[(4-Chlorophenyl)sulfinyl]-N-[2-(diethylamino)ethyl]-1-pyrrolidinecarboxamide). The yield is 44.4%. Reaction SMILES: [C:1](N1C=CN=C1)([N:3]1[CH:7]=[CH:6]N=C1)=[O:2].C(N[N:16]([CH2:20][CH3:21])NCC)C.[Cl:22][C:23]1[CH:28]=[CH:27][C:26]([S:29]([CH:31]2[CH2:35][CH2:34][NH:33][CH2:32]2)=[O:30])=[CH:25][CH:24]=1.O1CC[CH2:38][CH2:37]1>>[Cl:22][C:23]1[CH:24]=[CH:25][C:26]([S:29]([CH:31]2[CH2:35][CH2:34][N:33]([C:1]([NH:3][CH2:7][CH2:6][N:16]([CH2:20][CH3:21])[CH2:37][CH3:38])=[O:2])[CH2:32]2)=[O:30])=[CH:27][CH:28]=1. Procedure details: A solution of 4.37 g (0.027 mole) of 1,1'-carbonyldiimidazole and 2.96 g (0.0255 mole) of N,N-diethylaminoethylamine in 200 ml of tetrahydrofuran was stirred at room temperature for 45 min. A solution of 4.78 g (0.0209 mole) of 3-[(4-chlorophenyl)sulfinyl]pyrrolidine (free base) in tetrahydrofuran was added and the solution was refluxed for 16 hr. The solvent was removed in vacuo and the resulting oil was dissolved in methylene chloride. The methylene chloride solution was extracted with water a... Reactants: OC1=C(C=CC=C1)[N+](=O)[O-] (hydroxynitrobenzene), [H-].[Na+] (sodium hydride), CN(C)C=O (DMF), BrCOC (bromomethyl methylether). Run at temperature 0 celsius, time 1 hour. Yields the product COCOC1=C(C=CC(=C1)OC)[N+](=O)[O-] (2-Methoxymethoxy-4-methoxynitrobenzene). Yield: 88.0%. Reaction SMILES: [OH:1][C:2]1[CH:7]=[CH:6][CH:5]=[CH:4][C:3]=1[N+:8]([O-:10])=[O:9].[H-].[Na+].Br[CH2:14][O:15][CH3:16].CN([CH:20]=[O:21])C>>[CH3:14][O:15][CH2:16][O:1][C:2]1[CH:7]=[C:6]([O:21][CH3:20])[CH:5]=[CH:4][C:3]=1[N+:8]([O-:10])=[O:9] |f:1.2|. Reported procedure: To a solution of hydroxynitrobenzene (21.2 g, 0.125 mol) in DMF (250 ml) was added sodium hydride (4.5 g, 0.188 mol) at 0° C. under argon. The mixture was allowed to stir at 0° C. for 1 h, then bromomethyl methylether (22 ml, 0.150 mol) was added. After stirring for 18 h at rt the reaction was quenched with water. The mixture was extracted with ethyl acetate (3×30 ml) and the combined organic extracts were washed with brine and dried (Na2SO4). Removal of the solvent under reduce pressure gave th... Reactants: C([O-])([O-])=O.[K+].[K+] (potassium carbonate), N1C=NC=C1 (Imidazole), [Si](C)(C)(C(C)(C)C)Cl (tert-butyldimethylsilylchloride), OC(C(=O)O)CC1=CC=CC=C1 ((±)-2-Hydroxy-3-phenylpropanoic acid). Run in O (water), CN(C)C=O (DMF), hexanes, CCOC(=O)C (EtOAc). Conditions: temperature 0 celsius, time 12 hour. Yields the product [Si](C)(C)(C(C)(C)C)OC(C(=O)O)CC1=CC=CC=C1 ((±)-2-(tert-butyldimethylsilyloxy)-3-phenylpropanoic acid). Isolated yield 39.6%. As a reaction SMILES: [OH:1][CH:2]([CH2:6][C:7]1[CH:12]=[CH:11][CH:10]=[CH:9][CH:8]=1)[C:3]([OH:5])=[O:4].N1C=CN=C1.[Si:18](Cl)([C:21]([CH3:24])([CH3:23])[CH3:22])([CH3:20])[CH3:19].C(=O)([O-])[O-].[K+].[K+]>CN(C=O)C.CCOC(C)=O.O>[Si:18]([O:1][CH:2]([CH2:6][C:7]1[CH:12]=[CH:11][CH:10]=[CH:9][CH:8]=1)[C:3]([OH:5])=[O:4])([C:21]([CH3:24])([CH3:23])[CH3:22])([CH3:20])[CH3:19] |f:3.4.5|. Reported procedure: (±)-2-Hydroxy-3-phenylpropanoic acid (Sigma, 3.0 g, 18 mmol) was dissolved in 13 mL of DMF and chilled to 0° C. Imidazole (2.5 g, 36 mmol) and tert-butyldimethylsilylchloride (10 g, 69 mmol) were added. The mixture was allowed to warm to room temperature. After 12 hours, the mixture was diluted with 450 mL of 1:1 EtOAc:hexanes. The mixture was washed with 300 mL of 1M citric acid, 300 mL of water, and 150 mL of sat. Na2SO4, and the organic layer was evaporated. The residue was taken up in 170 mL... Starting materials: BrCCCBr, O=C([O-])[O-], CC(C)=O, O=C(c1ccc(O)cc1)C1CC1, [K+], [K+]. Yields the product O=C(c1ccc(OCCCBr)cc1)C1CC1. As a reaction SMILES: [Br:1][CH2:2][CH2:3][CH2:4][Br:5].[C:6](=[O:7])([O-:8])[O-:9].[CH3:24][C:25](=[O:26])[CH3:27].[CH:12]1([C:15](=[O:16])[c:17]2[cH:18][cH:19][c:20]([OH:23])[cH:21][cH:22]2)[CH2:13][CH2:14]1.[K+:10].[K+:11]>>[Br:1][CH2:2][CH2:3][CH2:4][O:23][c:20]1[cH:19][cH:18][c:17]([C:15]([CH:12]2[CH2:13][CH2:14]2)=[O:16])[cH:22][cH:21]1. Starting materials: COC(=O)c1cccc2c1OCCCN2C=O, O=[N+]([O-])O, O=S(=O)(O)O. Product: COC(=O)c1cc([N+](=O)[O-])cc2c1OCCCN2C=O. RXN SMILES: [CH3:1][O:2][C:3](=[O:4])[c:5]1[cH:6][cH:7][cH:8][c:9]2[c:15]1[O:14][CH2:13][CH2:12][CH2:11][N:10]2[CH:16]=[O:17].[OH:18][N+:19]([O-:20])=[O:21].[S:22](=[O:23])(=[O:24])([OH:25])[OH:26]>>[CH3:1][O:2][C:3](=[O:4])[c:5]1[cH:6][c:7]([N+:19](=[O:18])[O-:20])[cH:8][c:9]2[c:15]1[O:14][CH2:13][CH2:12][CH2:11][N:10]2[CH:16]=[O:17]. The reactants are O=C([O-])[O-], Cc1c[nH]cn1, Cc1cncn1-c1ccc(I)cc1C#N, [K+], [K+]. Yields the product Cc1cn(-c2ccc(I)cc2C#N)cn1. RXN SMILES: [C:7](=[O:8])([O-:9])[O-:10].[CH3:1][c:2]1[n:3][cH:4][nH:5][cH:6]1.[I:13][c:14]1[cH:15][cH:16][c:17](-[n:22]2[c:23]([CH3:24])[cH:25][n:26][cH:27]2)[c:18]([C:19]#[N:20])[cH:21]1.[K+:11].[K+:12]>>[CH3:1][c:2]1[n:3][cH:4][n:5](-[c:17]2[cH:16][cH:15][c:14]([I:13])[cH:21][c:18]2[C:19]#[N:20])[cH:6]1.